From a dataset of the Open Reaction Database (ORD), a public repository of structured organic reaction records. describe an organic reaction: reactants, conditions, products, and yield The reactants are CN(C1=CC=C(C=C1)C=1N=C(N=NC1C1=CC=C(C=C1)N(C)C)SC)C (5,6-bis(4-dimethylaminophenyl)-3 -methylthio-1,2,4-triazine), OC1CCNCC1 (4-hydroxypiperidine), OC1CCNCC1.N1=NC=NC=C1 (4-hydroxypiperidine 1,2,4-triazine). The solvent is O (water). Yields the product CN(C1=CC=C(C=C1)C=1N=C(N=NC1C1=CC=C(C=C1)N(C)C)N1CCC(CC1)O)C (5,6-bis(4-dimethylaminophenyl)-3-(4-hydroxypiperidino)-1,2,4-triazine). RXN SMILES: [CH3:1][N:2]([CH3:26])[C:3]1[CH:8]=[CH:7][C:6]([C:9]2[N:10]=[C:11](SC)[N:12]=[N:13][C:14]=2[C:15]2[CH:20]=[CH:19][C:18]([N:21]([CH3:23])[CH3:22])=[CH:17][CH:16]=2)=[CH:5][CH:4]=1.[OH:27][CH:28]1[CH2:33][CH2:32][NH:31][CH2:30][CH2:29]1.OC1CCNCC1.N1C=CN=CN=1>O>[CH3:1][N:2]([CH3:26])[C:3]1[CH:8]=[CH:7][C:6]([C:9]2[N:10]=[C:11]([N:31]3[CH2:32][CH2:33][CH:28]([OH:27])[CH2:29][CH2:30]3)[N:12]=[N:13][C:14]=2[C:15]2[CH:20]=[CH:19][C:18]([N:21]([CH3:23])[CH3:22])=[CH:17][CH:16]=2)=[CH:5][CH:4]=1 |f:2.3|. Procedure details: Three grams of 5,6-bis(4-dimethylaminophenyl)-3 -methylthio-1,2,4-triazine and 1.5 g. of 4-hydroxypiperidine were heated at about 150° C. for 12 hours. The reaction mixture was treated with water and the product was collected. The product was dissolved in benzene and the solution was slowly added to n-hexane. The solid which precipitated was recrystallized from ethyl acetate to yield 1.6 g. of 5,6-bis(4-dimethylaminophenyl)-3-(4-hydroxypiperidine-1,2,4-triazine, mp about 186°-188° C. Reactants: C(#N)C1=CC=C(C(CBr)=O)C=C1 (4-cyanophenacyl bromide), N1=CC=CC=C1 (pyridine). The solvent is C(C)#N (acetonitrile). Reaction conditions: time 30 minute. Product: [Br-].C(#N)C1=CC=C(C=C1)C(C[N+]1=CC=CC=C1)=O (1-(2-(4-cyano-phenyl)-2-oxo-ethyl)-pyridinium bromide). Isolated yield 100.0%. As a reaction SMILES: [C:1]([C:3]1[CH:12]=[CH:11][C:6]([C:7](=[O:10])[CH2:8][Br:9])=[CH:5][CH:4]=1)#[N:2].[N:13]1[CH:18]=[CH:17][CH:16]=[CH:15][CH:14]=1>C(#N)C>[Br-:9].[C:1]([C:3]1[CH:12]=[CH:11][C:6]([C:7](=[O:10])[CH2:8][N+:13]2[CH:18]=[CH:17][CH:16]=[CH:15][CH:14]=2)=[CH:5][CH:4]=1)#[N:2] |f:3.4|. Procedure details: To a solution of 4-cyanophenacyl bromide (10) (5.02 g, 22.2 mmol) in anhydrous acetonitrile (300 mL) was added pyridine (3.6 mL, 45.3 mmol) at room temperature. The mixture was stirred for 30 minutes. The precipitate was filtrated, washed with acetonitrile (20 mL) and dried under vacuum to give 1-(2-(4-cyano-phenyl)-2-oxo-ethyl)-pyridinium bromide (11) as a white powder (100%). 1H NMR (DMSO-d6) δ 6.56 (s, 2H), 8.21 (m, 6H), 8.76 (t, J=7.8, 1H), 9.03 (d, J=6.6, 2H). Reactants: COc1cc(C=O)cc(OC)c1OC, CCO, C#CCOc1ccc2c(C)cc(=O)oc2c1C(C)=O, [K+], [OH-], O. Yields the product C#CCOc1ccc2c(C)cc(=O)oc2c1C(=O)C=Cc1cc(OC)c(OC)c(OC)c1. RXN SMILES: [CH3:22][O:23][c:24]1[cH:25][c:26]([CH:27]=[O:28])[cH:29][c:30]([O:34][CH3:35])[c:31]1[O:32][CH3:33].[CH3:36][CH2:37][OH:38].[CH3:3][c:4]1[cH:5][c:6](=[O:21])[o:7][c:8]2[c:9]([C:18]([CH3:19])=[O:20])[c:10]([O:14][CH2:15][C:16]#[CH:17])[cH:11][cH:12][c:13]12.[K+:2].[OH-:1].[OH2:39]>>[CH3:3][c:4]1[cH:5][c:6](=[O:21])[o:7][c:8]2[c:9]([C:18]([CH:19]=[CH:27][c:26]3[cH:25][c:24]([O:23][CH3:22])[c:31]([O:32][CH3:33])[c:30]([O:34][CH3:35])[cH:29]3)=[O:20])[c:10]([O:14][CH2:15][C:16]#[CH:17])[cH:11][cH:12][c:13]12. Reactants: CN1N=C(C=C1[N+](=O)[O-])C(=O)NN (1-methyl-5-nitro-1H-pyrazole-3-carbohydrazide), FC(C(=O)O)(F)F (2,2,2-trifluoroacetic acid), C(C)OC(OCC)OCC (triethoxymethane). Run in C(Cl)Cl (DCM). Conditions: time 2 hour. Yields the product CN1N=C(C=C1[N+](=O)[O-])C=1OC=NN1 (2-(1-methyl-5-nitro-1H-pyrazol-3-yl)-1,3,4-oxadiazole). Reaction SMILES: [CH3:1][N:2]1[C:6]([N+:7]([O-:9])=[O:8])=[CH:5][C:4]([C:10]([NH:12][NH2:13])=[O:11])=[N:3]1.F[C:15](F)(F)C(O)=O.C(OC(OCC)OCC)C>C(Cl)Cl>[CH3:1][N:2]1[C:6]([N+:7]([O-:9])=[O:8])=[CH:5][C:4]([C:10]2[O:11][CH:15]=[N:13][N:12]=2)=[N:3]1. Procedure details: To a solution of 1-methyl-5-nitro-1H-pyrazole-3-carbohydrazide (3.81 g, 20.6 mmol) in DCM (30 mL) was added 2,2,2-trifluoroacetic acid (4 mL, 51.9 mmol). The mixture was stirred for about 2 h then concentrated under reduced pressure. To the residue was added triethoxymethane (31.4 mL, 206 mmol) and the mixture was refluxed for about 24 h. The reaction was cooled to ambient temperature and continued to stir for about 16 h. The reaction mixture was concentrated under reduced pressure and the mater... The reactants are B, C1CCOC1, CSC, CO, O=C(O)Cc1noc2ccccc12. Yields the product OCCc1noc2ccccc12. As a reaction SMILES: [BH3:17].[CH2:20]1[O:21][CH2:22][CH2:23][CH2:24]1.[CH3:14][S:15][CH3:16].[CH3:18][OH:19].[o:1]1[n:2][c:3]([CH2:10][C:11](=[O:12])[OH:13])[c:4]2[c:5]1[cH:6][cH:7][cH:8][cH:9]2>>[o:1]1[n:2][c:3]([CH2:10][CH2:11][OH:12])[c:4]2[c:5]1[cH:6][cH:7][cH:8][cH:9]2.